From a dataset of the Open Reaction Database (ORD), a public repository of structured organic reaction records. describe an organic reaction: reactants, conditions, products, and yield Reactants: [H-].[Na+] (sodium hydride), C(C1=CC=CC=C1)Br (benzyl bromide), C(CCCCCCCCCCCCCCC)OC(C(COC(C1=CC=CC=C1)(C1=CC=CC=C1)C1=CC=C(C=C1)OC)O)(C)C (3-(hexadecyloxy)-1-[(4-methoxyphenyl)diphenylmethoxy]-3-methyl-2-butanol), O (water). Run in CN(C=O)C (dimethylformamide), CN(C=O)C (dimethylformamide). Conditions: time 8 hour. Product: C(CCCCCCCCCCCCCCC)OC(C(CO)OCC1=CC=CC=C1)(C)C (3-(Hexadecyloxy)3-methyl-2-(phenylmethoxy)-1-butanol). Reaction SMILES: [H-].[Na+].[CH2:3](Br)[C:4]1[CH:9]=[CH:8][CH:7]=[CH:6][CH:5]=1.[CH2:11]([O:27][C:28]([CH3:55])([CH3:54])[CH:29]([OH:53])[CH2:30][O:31]C(C1C=CC(OC)=CC=1)(C1C=CC=CC=1)C1C=CC=CC=1)[CH2:12][CH2:13][CH2:14][CH2:15][CH2:16][CH2:17][CH2:18][CH2:19][CH2:20][CH2:21][CH2:22][CH2:23][CH2:24][CH2:25][CH3:26].O>CN(C)C=O>[CH2:11]([O:27][C:28]([CH3:54])([CH3:55])[CH:29]([O:53][CH2:3][C:4]1[CH:9]=[CH:8][CH:7]=[CH:6][CH:5]=1)[CH2:30][OH:31])[CH2:12][CH2:13][CH2:14][CH2:15][CH2:16][CH2:17][CH2:18][CH2:19][CH2:20][CH2:21][CH2:22][CH2:23][CH2:24][CH2:25][CH3:26] |f:0.1|. Procedure details: To a suspension of 3.28 g of 50% sodium hydride in 40 ml of dimethylformamide containing 13.49 g of benzyl bromide was added dropwise a solution of 31.8 g of 3-(hexadecyloxy)-1-[(4-methoxyphenyl)diphenylmethoxy]-3-methyl-2-butanol in 50 ml of dimethylformamide over 45 minutes. The mixture was stirred overnight, then water was added and the mixture extracted with ether. The ether extract was dried and the solvent removed. The residue was stirred with 125 ml of methanol, 25 ml of tetrahydrofuran a...